Task: describe an organic reaction: reactants, conditions, products, and yield. Dataset: the Open Reaction Database (ORD), a public repository of structured organic reaction records Solvent: O1CCCC1 (tetrahydrofuran). Reaction conditions: time 45 minute. Product: BrC=1N=CC(=NC1C1=CC=C(C=C1)OC(F)(F)F)C(=O)O (5-Bromo-6-(4-trifluoromethoxy-phenyl)-pyrazine-2-carboxylic acid). Isolated yield 104.1%. As a reaction SMILES: C[O:2][C:3]([C:5]1[CH:10]=[N:9][C:8]([Br:11])=[C:7]([C:12]2[CH:17]=[CH:16][C:15]([O:18][C:19]([F:22])([F:21])[F:20])=[CH:14][CH:13]=2)[N:6]=1)=[O:4].[OH-].[Li+].O>O1CCCC1>[Br:11][C:8]1[N:9]=[CH:10][C:5]([C:3]([OH:4])=[O:2])=[N:6][C:7]=1[C:12]1[CH:17]=[CH:16][C:15]([O:18][C:19]([F:21])([F:20])[F:22])=[CH:14][CH:13]=1 |f:1.2|. Starting materials: COC(=O)C1=NC(=C(N=C1)Br)C1=CC=C(C=C1)OC(F)(F)F (5-bromo-6-(4-trifluoromethoxy-phenyl)-pyrazine-2-carboxylic acid methyl ester), [OH-].[Li+] (lithium hydroxide), O (water). Procedure: To a solution of 6.38 g (0.016 mol) 5-bromo-6-(4-trifluoromethoxy-phenyl)-pyrazine-2-carboxylic acid methyl ester in 120 ml tetrahydrofuran was added at room temperature 17 ml of a 1M lithium hydroxide solution in water (0.017 mol) and the mixture was stirred at room temperature for 45 minutes. The resulting clear reaction mixture was partitioned between 10% aqueous citric acid solution and ethyl acetate. The phases were separated and the organic layer washed with water and brine, dried over mag... Starting materials: C(C)(=O)O[C@H]([C@@H](CC(OC)OC)OCC1=CC=CC=C1)[C@@H]([C@@H](CC(OC)OC)OCC1=CC=CC=C1)OC(C)=O ((3R,4R,5R,6R) 4,5-diacetoxy-3,6-dibenzyloxy-1,1,8,8-tetramethoxyoctane), C([O-])([O-])=O.[K+].[K+] (potassium carbonate). Solvent: CO (methanol). Yields the product C(C1=CC=CC=C1)O[C@H](CC(OC)OC)[C@@H]([C@H]([C@@H](CC(OC)OC)OCC1=CC=CC=C1)O)O ((3R,4R,5R,6R) 3,6-dibenzyloxy-1,1,8,8-tetramethoxyoctane-4,5-diol). Yield: 90.9%. RXN SMILES: C([O:4][C@@H:5]([C@H:21]([O:37]C(=O)C)[C@H:22]([O:29][CH2:30][C:31]1[CH:36]=[CH:35][CH:34]=[CH:33][CH:32]=1)[CH2:23][CH:24]([O:27][CH3:28])[O:25][CH3:26])[C@H:6]([O:13][CH2:14][C:15]1[CH:20]=[CH:19][CH:18]=[CH:17][CH:16]=1)[CH2:7][CH:8]([O:11][CH3:12])[O:9][CH3:10])(=O)C.C(=O)([O-])[O-].[K+].[K+]>CO>[CH2:14]([O:13][C@@H:6]([C@H:5]([OH:4])[C@@H:21]([OH:37])[C@H:22]([O:29][CH2:30][C:31]1[CH:32]=[CH:33][CH:34]=[CH:35][CH:36]=1)[CH2:23][CH:24]([O:27][CH3:28])[O:25][CH3:26])[CH2:7][CH:8]([O:9][CH3:10])[O:11][CH3:12])[C:15]1[CH:16]=[CH:17][CH:18]=[CH:19][CH:20]=1 |f:1.2.3|. Procedure details: To 100 ml of methanol were added 9.76 g (17.4 mM) of (3R,4R,5R,6R) 4,5-diacetoxy-3,6-dibenzyloxy 1,1,8,8-tetramethoxyoctane [20] obtained via the same route as described above and 6.17 g (43.5 mM) of potassium carbonate. The mixture was heated for 2 hours under reflux while stirring. After it was confirmed by thin layer chromatography that the reaction was completed, the solvent was distilled off under reduced pressure. Water was added to the residue and the mixture was extracted with diethyl et... Reactants: C[C@H]1C=2C=CC=C(C2C(=O)C3=C([C@]4([C@@H]([C@H]([C@H]13)O)[C@@H](C(=C(C4=O)C(=O)N)O)N(C)C)O)O)O.Cl (doxycycline hydrochloride), O (water). Run in [Na+].[Cl-] (NaCl). Product: C[C@H]1C=2C=CC=C(C2C(=O)C3=C([C@]4([C@@H]([C@H]([C@H]13)O)[C@@H](C(=C(C4=O)C(=O)N)O)N(C)C)O)O)O (Doxycycline). RXN SMILES: [CH3:1][C@@H:2]1[C@@H:16]2[C:11](=[C:12]([OH:31])[C@:13]3([OH:30])[C:21](=[O:22])[C:20]([C:23]([NH2:25])=[O:24])=[C:19]([OH:26])[C@@H:18]([N:27]([CH3:29])[CH3:28])[C@@H:14]3[C@H:15]2[OH:17])[C:9](=[O:10])[C:8]2[C:7]([OH:32])=[CH:6][CH:5]=[CH:4][C:3]1=2.Cl.O>[Na+].[Cl-]>[CH3:1][C@@H:2]1[C@@H:16]2[C:11](=[C:12]([OH:31])[C@:13]3([OH:30])[C:21](=[O:22])[C:20]([C:23]([NH2:25])=[O:24])=[C:19]([OH:26])[C@@H:18]([N:27]([CH3:28])[CH3:29])[C@@H:14]3[C@H:15]2[OH:17])[C:9](=[O:10])[C:8]2[C:7]([OH:32])=[CH:6][CH:5]=[CH:4][C:3]1=2 |f:0.1,3.4|. Procedure: Double or triple transgenic animals were supplied for two weeks with doxycycline hydrochloride via drinking water (5% succrose, 0.2-2 mg Dox/ml) which was exchanged twice a week. For rapid and short-lived induction, 2 mg of Dox in 0.5 ml of 0.9% aqueous NaCl were injected i.p. Depending on the experiment injections were repeated twice in intervals of 24 hrs. Starting materials: BrCC(=O)C1=CC2=CC=CC=C2C=C1 (2-bromo-2'-acetonaphthone), OC(C1=CC=C(C=C1)F)C1CCNCC1 (4-(α-hydroxy-p-fluorobenzyl)piperidine), C(O)([O-])=O.[Na+] (sodium hydrogencarbonate). Solvent: C(C)O (ethanol). The product is OC(C1=CC=C(C=C1)F)C1CCN(CC1)CC(=O)C1=CC2=CC=CC=C2C=C1 (2-[4-(α-hydroxy-p-fluorobenzyl)piperidinyl]-2'-acetonaphthone). RXN SMILES: Br[CH2:2][C:3]([C:5]1[CH:14]=[CH:13][C:12]2[C:7](=[CH:8][CH:9]=[CH:10][CH:11]=2)[CH:6]=1)=[O:4].[OH:15][CH:16]([CH:24]1[CH2:29][CH2:28][NH:27][CH2:26][CH2:25]1)[C:17]1[CH:22]=[CH:21][C:20]([F:23])=[CH:19][CH:18]=1.C(=O)([O-])O.[Na+]>C(O)C>[OH:15][CH:16]([CH:24]1[CH2:29][CH2:28][N:27]([CH2:2][C:3]([C:5]2[CH:14]=[CH:13][C:12]3[C:7](=[CH:8][CH:9]=[CH:10][CH:11]=3)[CH:6]=2)=[O:4])[CH2:26][CH2:25]1)[C:17]1[CH:18]=[CH:19][C:20]([F:23])=[CH:21][CH:22]=1 |f:2.3|. Procedure: 5.4 g of 2-bromo-2'-acetonaphthone, 4.6 of 4-(α-hydroxy-p-fluorobenzyl)piperidine and 10 g of sodium hydrogencarbonate were refluxed in ethanol solvent for 2.5 h. After completion of the reaction, the product was treated by an ordinary process. The obtained oily product was purified according to silica gel column chromatography to obtain 5 g of 2-[4-(α-hydroxy-p-fluorobenzyl)piperidinyl]-2'-acetonaphthone; 1 g of this product was stirred together with 1.0 g of acetic anhydride and 0.1 g of dimet... Starting materials: NC=1C=C(C=NC1)OC1=C(C(=O)N)C(=CC(=C1)F)NC1=C(C=C(C=C1)I)F (2-(5-Amino-pyridin-3-yloxy)-4-fluoro-6-(2-fluoro-4-iodo-phenylamino)-benzamide), NC=1C=C(C=NC1)OC1=C(C(=O)N)C(=CC(=C1)F)NC1=C(C=C(C=C1)I)F (2-(5-Amino-pyridin-3-yloxy)-4-fluoro-6-(2-fluoro-4-iodo-phenylamino)-benzamide), S(=O)(=O)(Cl)Cl (sulfonylchloride), S(=O)(=O)(Cl)Cl (sulfonylchloride), C(C)(C)S(=O)(=O)Cl (iso-propylsulfonyl chloride). Run in C(C)(=O)OCC (ethyl acetate), 6b, N1=CC=CC=C1 (pyridine). Conditions: time 8 hour. The product is FC1=CC(=C(C(=O)N)C(=C1)OC=1C=NC=C(C1)NS(=O)(=O)C(C)C)NC1=C(C=C(C=C1)I)F (4-fluoro-2-(2-fluoro-4-iodo-phenylamino)-6-[5-(propane-2-sulfonylamino)-pyridin-3-yloxy]-benzamide). As a reaction SMILES: [NH2:1][C:2]1[CH:3]=[C:4]([O:8][C:9]2[CH:17]=[C:16]([F:18])[CH:15]=[C:14]([NH:19][C:20]3[CH:25]=[CH:24][C:23]([I:26])=[CH:22][C:21]=3[F:27])[C:10]=2[C:11]([NH2:13])=[O:12])[CH:5]=[N:6][CH:7]=1.[CH:28]([S:31](Cl)(=[O:33])=[O:32])([CH3:30])[CH3:29].S(Cl)(Cl)(=O)=O>N1C=CC=CC=1.C(OCC)(=O)C>[F:18][C:16]1[CH:17]=[C:9]([O:8][C:4]2[CH:5]=[N:6][CH:7]=[C:2]([NH:1][S:31]([CH:28]([CH3:30])[CH3:29])(=[O:33])=[O:32])[CH:3]=2)[C:10]([C:11]([NH2:13])=[O:12])=[C:14]([NH:19][C:20]2[CH:25]=[CH:24][C:23]([I:26])=[CH:22][C:21]=2[F:27])[CH:15]=1. Procedure details: In analogy to GP 6b, 100 mg of 2-(5-Amino-pyridin-3-yloxy)-4-fluoro-6-(2-fluoro-4-iodo-phenylamino)-benzamide (Intermediate 3.1; 0.21 mmol, 1 eq.) were dissolved in 1.5 mL pyridine and treated with 37 mg iso-propylsulfonyl chloride (0.26 mmol, 1.25 eq., dissolved in 0.5 mL pyridine). The reaction mixture was stirred at rt overnight, treated with another 1.25 eq. sulfonylchloride (in 0.2 mL pyridine) and stirring was continued at rt overnight. After addition of further 1.25 eq. sulfonylchloride (...